From a dataset of the Open Reaction Database (ORD), a public repository of structured organic reaction records. describe an organic reaction: reactants, conditions, products, and yield Reaction SMILES: [Br:30][CH2:31][C:32](=[O:33])[O:34][CH2:35][CH3:36].[CH3:1][O:2][C:3](=[O:4])[C:5]1=[C:6]([c:10]2[c:11](-[c:22]3[cH:23][cH:24][cH:25][cH:26][cH:27]3)[nH:12][c:13]3[cH:14][c:15]([C:19](=[O:20])[OH:21])[cH:16][cH:17][c:18]23)[CH2:7][CH2:8][CH2:9]1.[CH3:37][N:38]([CH3:39])[CH:40]=[O:41].[H-:28].[Na+:29]>>[CH3:1][O:2][C:3](=[O:4])[C:5]1=[C:6]([c:10]2[c:11](-[c:22]3[cH:23][cH:24][cH:25][cH:26][cH:27]3)[n:12]([CH2:31][C:32](=[O:33])[O:34][CH2:35][CH3:36])[c:13]3[cH:14][c:15]([C:19](=[O:20])[OH:21])[cH:16][cH:17][c:18]23)[CH2:7][CH2:8][CH2:9]1. The reactants are CCOC(=O)CBr, COC(=O)C1=C(c2c(-c3ccccc3)[nH]c3cc(C(=O)O)ccc23)CCC1, CN(C)C=O, [H-], [Na+]. Yields the product CCOC(=O)Cn1c(-c2ccccc2)c(C2=C(C(=O)OC)CCC2)c2ccc(C(=O)O)cc21. Reactants: diethyl acetyl phosphonate, P(OCC)(OCC)O (Diethyl hydrogen phosphite), C(C)NCC (diethyl amine), C(C)(=O)P(OCC)(OCC)=O (Diethyl acetylphosphonate). Product: C(C)OP(OCC)(=O)C(C)(O)P(OCC)(OCC)=O (tetraethyl 1-hydroxyethylidene bisphosphonic acid). RXN SMILES: [P:1]([OH:8])([O:5][CH2:6][CH3:7])[O:2][CH2:3][CH3:4].C(NCC)C.[C:14]([P:17](=[O:24])([O:21][CH2:22][CH3:23])[O:18][CH2:19][CH3:20])(=[O:16])[CH3:15]>>[CH2:3]([O:2][P:1]([C:14]([P:17](=[O:24])([O:18][CH2:19][CH3:20])[O:21][CH2:22][CH3:23])([OH:16])[CH3:15])(=[O:8])[O:5][CH2:6][CH3:7])[CH3:4]. Procedure: Diethyl hydrogen phosphite (1.0 mole) and diethyl amine (1.0 mole) were combined in a round bottom flask. Diethyl acetylphosphonate (1.0 mole) was added dropwise, with stirring. The reaction mixture was maintained at a temperature of about 75° C. for an additional 2 hours after all of the diethyl acetyl phosphonate was added. The resulting mixture was distilled under reduced pressure to yield tetraethyl 1-hydroxyethylidene bisphosphonic acid as a pale yellowish liquid which crystallized at -15° ... Reactants: C(C)(=O)N1C=NC(=C1)C (1-acetyl-4-methylimidazole), O1CCCC1 (tetrahydrofuran). Product: C(C)(=O)C1=C(N=CN1)C (5-acetyl-4-methylimidazole). The yield is 38.0%. As a reaction SMILES: C([N:4]1[CH:8]=[C:7]([CH3:9])[N:6]=[CH:5]1)(=O)C.[O:10]1CC[CH2:12][CH2:11]1>>[C:11]([C:8]1[NH:4][CH:5]=[N:6][C:7]=1[CH3:9])(=[O:10])[CH3:12]. Reported procedure: A solution of 5.0 g (40.3 mmol) of 1-acetyl-4-methylimidazole in 700 ml of dry tetrahydrofuran was photolyzed in a quartz flask with a short wave ultraviolet light source (254 nm) for 24 hours. The tetrahydrofuran solution was concentrated in vacuo to give an oil which was chromatographed on silica gel using 5% methanol in chloroform as eluent to give 1.91 g (38%) of 5-acetyl-4-methylimidazole as a white solid, mp 140°-142°. nmr (CDCl3 /D6DMSO) (δ): 7.45 (s, 1H); 2.52 (s, 3H); 2.48 (s, 3H). Reactants: C1(=CC=CC=C1)C(CC)O (1-phenylpropan-1-ol), Cl (hydrochloric acid). Solvent: O (water), petroleum ether. Yields the product ClC(CC)C1=CC=CC=C1 (1-chloro-1-phenylpropane). Reaction SMILES: [C:1]1([CH:7](O)[CH2:8][CH3:9])[CH:6]=[CH:5][CH:4]=[CH:3][CH:2]=1.[ClH:11]>O>[Cl:11][CH:7]([C:1]1[CH:6]=[CH:5][CH:4]=[CH:3][CH:2]=1)[CH2:8][CH3:9]. Procedure: 13.6 g (0.1 mole) of 1-phenylpropan-1-ol are taken up in petroleum ether and are reacted at -20° C. with hydrochloric acid until the precipitation of water is terminated. Subsequently, the organic phase is washed neutral with water, dried (sodium sulfate) and the petroleum ether removed in a vacuum. The bright yellow, thermolabile oil is used without further purification. The oil has an Rf of 0.8 (CH2Cl2) and is attained in a yield of 13.1 g (85%). Reactants: CCc1cc(O)c2c(c1)C(C)(C)CCC2(C)C, C1N2CN3CN1CN(C2)C3, CC(=O)O, Cc1ccccc1, O. Yields the product CCc1cc2c(c(O)c1C=O)C(C)(C)CCC2(C)C. RXN SMILES: [CH2:1]([CH3:2])[c:3]1[cH:4][c:5]([OH:17])[c:6]2[c:11]([cH:12]1)[C:10]([CH3:13])([CH3:14])[CH2:9][CH2:8][C:7]2([CH3:15])[CH3:16].[CH2:22]1[N:23]2[CH2:24][N:25]3[CH2:26][N:27]([CH2:28]2)[CH2:29][N:30]1[CH2:31]3.[CH3:18][C:19]([OH:20])=[O:21].[CH3:33][c:34]1[cH:35][cH:36][cH:37][cH:38][cH:39]1.[OH2:32]>>[CH2:1]([CH3:2])[c:3]1[c:4]([CH:19]=[O:20])[c:5]([OH:17])[c:6]2[c:11]([cH:12]1)[C:10]([CH3:13])([CH3:14])[CH2:9][CH2:8][C:7]2([CH3:15])[CH3:16]. The reactants are O=C([O-])[O-], CCOC(C)=O, CC(C)=O, CCCCCC, O=C(CCl)Nc1ccc(Cl)cc1C(=O)c1ccccc1Cl, [K+], [K+], c1ccc(N2CCNCC2)nc1. Product: O=C(CN1CCN(c2ccccn2)CC1)Nc1ccc(Cl)cc1C(=O)c1ccccc1Cl. RXN SMILES: [C:22](=[O:23])([O-:24])[O-:25].[C:50]([O:51][CH2:52][CH3:53])(=[O:54])[CH3:55].[CH3:40][C:41](=[O:42])[CH3:43].[CH3:44][CH2:45][CH2:46][CH2:47][CH2:48][CH3:49].[Cl:1][c:2]1[cH:3][c:4]([C:13]([c:14]2[c:15]([Cl:20])[cH:16][cH:17][cH:18][cH:19]2)=[O:21])[c:5]([NH:8][C:9]([CH2:10][Cl:11])=[O:12])[cH:6][cH:7]1.[K+:26].[K+:27].[n:28]1[c:29]([N:34]2[CH2:35][CH2:36][NH:37][CH2:38][CH2:39]2)[cH:30][cH:31][cH:32][cH:33]1>>[Cl:1][c:2]1[cH:3][c:4]([C:13]([c:14]2[c:15]([Cl:20])[cH:16][cH:17][cH:18][cH:19]2)=[O:21])[c:5]([NH:8][C:9]([CH2:10][N:37]2[CH2:36][CH2:35][N:34]([c:29]3[n:28][cH:33][cH:32][cH:31][cH:30]3)[CH2:39][CH2:38]2)=[O:12])[cH:6][cH:7]1.